The task is: describe an organic reaction: reactants, conditions, products, and yield. This data is from the Open Reaction Database (ORD), a public repository of structured organic reaction records. The reactants are COc1ccc(C(C)=O)c(F)c1, CO, N. The product is COc1ccc(O)c(F)c1. RXN SMILES: [C:1](=[O:2])([CH3:3])[c:4]1[c:5]([F:12])[cH:6][c:7]([O:10][CH3:11])[cH:8][cH:9]1.[CH3:13][OH:14].[NH3:15]>>[c:4]1([OH:14])[c:5]([F:12])[cH:6][c:7]([O:10][CH3:11])[cH:8][cH:9]1. Starting materials: C([O-])(O)=O.[Na+] (sodium bicarbonate), C(C)C1=CC(=CS1)C(=O)Cl (5-Ethylthiophene-3-carbonyl chloride), Br (HBr), [N+](=[N-])=C[Si](C)(C)C ((Diazomethyl)-trimethylsilane). The solvent is CC#N (CH3CN). Reaction conditions: temperature 0 celsius, time 18 hour. Yields the product BrCC(=O)C1=CSC(=C1)CC (2-bromo-1-(5-ethylthiophen-3-yl)ethanone). The yield is 32.4%. As a reaction SMILES: [CH2:1]([C:3]1[S:7][CH:6]=[C:5]([C:8](Cl)=[O:9])[CH:4]=1)[CH3:2].[N+](=[CH:13][Si](C)(C)C)=[N-].[BrH:18].C(=O)(O)[O-].[Na+]>CC#N>[Br:18][CH2:13][C:8]([C:5]1[CH:4]=[C:3]([CH2:1][CH3:2])[S:7][CH:6]=1)=[O:9] |f:3.4|. Reported procedure: 5-Ethylthiophene-3-carbonyl chloride (224 mg, 1.28 mmol) was dissolved in dry CH3CN (10 ml) and cooled at 0° C., under nitrogen atmosphere. (Diazomethyl)-trimethylsilane (1.92 ml, 3.85 mmol, 2M in hexane) was slowly added, and the resulting reaction was stirred at room temperature for 18 hours. Then the reaction was cooled at 0° C. and 48% HBr was added dropwise. The reaction was stirred at 0° C. for 2 hours. Smashed ice was added to the mixture, and then sodium bicarbonate was added until pH is...